From a dataset of the Open Reaction Database (ORD), a public repository of structured organic reaction records. describe an organic reaction: reactants, conditions, products, and yield Reactants: OCC1=C(N2C(S1)=CN=C2)C (2-hydroxymethyl-3-methylimidazo[5,1-b]thiazole), C1(C=2C(C(N1)=O)=CC=CC2)=O (phthalimide), C1(=CC=CC=C1)P(C1=CC=CC=C1)C1=CC=CC=C1 (triphenylphosphine), N(=NC(=O)OCC)C(=O)OCC (diethyl azodicarboxylate). The solvent is O1CCCC1 (tetrahydrofuran). Reaction conditions: time 4.5 hour. Yields the product C1(C=2C(C(N1CC1=C(N3C(S1)=CN=C3)C)=O)=CC=CC2)=O (2-phthalimidomethyl-3-methylimidazo[5,1-b]thiazole). The yield is 43.6%. RXN SMILES: N(C(OCC)=O)=NC(OCC)=O.O[CH2:14][C:15]1[S:19][C:18]2=[CH:20][N:21]=[CH:22][N:17]2[C:16]=1[CH3:23].[C:24]1(=[O:34])[NH:28][C:27](=[O:29])[C:26]2=[CH:30][CH:31]=[CH:32][CH:33]=[C:25]12.C1(P(C2C=CC=CC=2)C2C=CC=CC=2)C=CC=CC=1>O1CCCC1>[C:24]1(=[O:34])[N:28]([CH2:14][C:15]2[S:19][C:18]3=[CH:20][N:21]=[CH:22][N:17]3[C:16]=2[CH3:23])[C:27](=[O:29])[C:26]2=[CH:30][CH:31]=[CH:32][CH:33]=[C:25]12. Procedure details: Under an argon atmosphere at room temperature, 0.705 ml of diethyl azodicarboxylate was added dropwise to 10 ml of an anhydrous tetrahydrofuran solution containing 505 mg of 2-hydroxymethyl-3-methylimidazo[5,1-b]thiazole, 662 mg of phthalimide and 1180 mg of triphenylphosphine, and the mixture was then stirred at room temperature for 4.5 hours. The solvent was evaporated under reduced pressure to obtain an oil, and this oil was then purified by a silica gel column chromatograph and successively ... Reactants: C(C=C)[C@]1(N([C@H]([C@H](OC1=O)C1=CC=CC=C1)C1=CC=CC=C1)C(=O)OC(C)(C)C)CC1CCN(CC1)C(=O)OCC[Si](C)(C)C (tert-butyl (3S,5S,6R)-3-allyl-2-oxo-5,6-diphenyl-3-[1-(2-trimethylsilanylethoxycarbonyl)piperidin-4-ylmethyl]morpholine-4-carboxylate), N (ammonia), [Cl-].[NH4+] (ammonium chloride), N (ammonia), [Na] (sodium). Run in C1CCOC1 (THF), C(C)O (ethanol). Reaction conditions: time 20 minute. The product is C(C)(C)(C)OC(=O)N[C@](CC1CCN(CC1)C(=O)OCC[Si](C)(C)C)(CC=C)C(=O)O (2-Trimethylsilanylethyl (S)-4-(2-tert-butoxycarbonylamino-2-carboxypent-4-en-yl)-piperidine-1-carboxylate). RXN SMILES: N.[Na].[CH2:3]([C@:6]1([CH2:32][CH:33]2[CH2:38][CH2:37][N:36]([C:39]([O:41][CH2:42][CH2:43][Si:44]([CH3:47])([CH3:46])[CH3:45])=[O:40])[CH2:35][CH2:34]2)[C:11](=[O:12])[O:10][C@H](C2C=CC=CC=2)[C@H](C2C=CC=CC=2)[N:7]1[C:25]([O:27][C:28]([CH3:31])([CH3:30])[CH3:29])=[O:26])[CH:4]=[CH2:5].[Cl-].[NH4+]>C1COCC1.C(O)C>[C:28]([O:27][C:25]([NH:7][C@@:6]([C:11]([OH:12])=[O:10])([CH2:3][CH:4]=[CH2:5])[CH2:32][CH:33]1[CH2:34][CH2:35][N:36]([C:39]([O:41][CH2:42][CH2:43][Si:44]([CH3:45])([CH3:47])[CH3:46])=[O:40])[CH2:37][CH2:38]1)=[O:26])([CH3:31])([CH3:29])[CH3:30] |f:3.4,^1:1|. Procedure: 110 ml of ammonia were condensed at −78° C. 1 g of sodium was added in 3 portions at intervals each of 10 min, and the mixture was stirred for 20 min. Then, at −60° C., a solution of 2.76 g of tert-butyl (3S,5S,6R)-3-allyl-2-oxo-5,6-diphenyl-3-[1-(2-trimethylsilanylethoxycarbonyl)piperidin-4-ylmethyl]morpholine-4-carboxylate and 2.6 ml of ethanol in 50 ml of THF was added dropwise. The mixture was stirred at −45° C. for 1.5 h and the reaction was stopped by adding solid ammonium chloride until t... Starting materials: CCCCCC1CCc2cc(C(=O)O)ccc2C1, CCOc1ccc(O)cc1, [Cl-], c1ccncc1. Product: CCCCCC1CCc2cc(C(=O)Oc3ccc(OCC)cc3)ccc2C1. Reaction SMILES: [CH2:1]([CH2:2][CH2:3][CH2:4][CH3:5])[CH:6]1[CH2:7][c:8]2[cH:9][cH:10][c:11]([C:16](=[O:17])[OH:18])[cH:12][c:13]2[CH2:14][CH2:15]1.[CH2:20]([CH3:21])[O:22][c:23]1[cH:24][cH:25][c:26]([OH:29])[cH:27][cH:28]1.[Cl-:19].[cH:30]1[cH:31][cH:32][n:33][cH:34][cH:35]1>>[CH2:1]([CH2:2][CH2:3][CH2:4][CH3:5])[CH:6]1[CH2:7][c:8]2[cH:9][cH:10][c:11]([C:16](=[O:17])[O:18][c:26]3[cH:25][cH:24][c:23]([O:22][CH2:20][CH3:21])[cH:28][cH:27]3)[cH:12][c:13]2[CH2:14][CH2:15]1.